Dataset: the Open Reaction Database (ORD), a public repository of structured organic reaction records. Task: describe an organic reaction: reactants, conditions, products, and yield Reactants: ClC1=C(C=C(C(=C1)F)O)N1N=NN(C1=O)CC (1-(2-chloro-4-fluoro-5-hydroxyphenyl)-1,4-dihydro-4-ethyl-5H-tetrazol-5-one), BrCC#C (1-bromo-2-propyne), C([O-])([O-])=O.[K+].[K+] (potassium carbonate). The solvent is CC(=O)C (acetone). Product: ClC1=C(C=C(C(=C1)F)OCC#C)N1N=NN(C1=O)CC (1-[2-chloro-4-fluoro-5-(2-propynyloxy)phenyl]-1,4-dihydro-4-ethyl-5H-tetrazol-5-one). The yield is 65.2%. RXN SMILES: [Cl:1][C:2]1[CH:7]=[C:6]([F:8])[C:5]([OH:9])=[CH:4][C:3]=1[N:10]1[C:14](=[O:15])[N:13]([CH2:16][CH3:17])[N:12]=[N:11]1.Br[CH2:19][C:20]#[CH:21].C(=O)([O-])[O-].[K+].[K+]>CC(C)=O>[Cl:1][C:2]1[CH:7]=[C:6]([F:8])[C:5]([O:9][CH2:21][C:20]#[CH:19])=[CH:4][C:3]=1[N:10]1[C:14](=[O:15])[N:13]([CH2:16][CH3:17])[N:12]=[N:11]1 |f:2.3.4|. Procedure details: In the manner of Example 8, Step B, the reaction of 0.8 g (0.0031 mole) of 1-(2-chloro-4-fluoro-5-hydroxyphenyl)-1,4-dihydro-4-ethyl-5H-tetrazol-5-one with 0.9 g (0.0062 mole) of 1-bromo-2-propyne and 0.63 g (0.0046 mole) of potassium carbonate in 25 mL of acetone produced 0.6 g of 1-[2-chloro-4-fluoro-5-(2-propynyloxy)phenyl]-1,4-dihydro-4-ethyl-5H-tetrazol-5-one, mp 88°-89° C. Run at time 5 minute. Procedure: Chlorosulfonylisocyanate (379 μL, 616 mg, 4.36 mmol) is dissolved in dichloromethane (5 mL) cooled in an ice bath. To this is added a solution of tert.-butanol (416 μL, 322 mg, 4.35 mmol) in dichloromethane (2 mL) dropwise then the mixture is stirred cold for 5 min then 15 min at RT. To the rechilled solution is added dropwise a solution of methyl 2-(2-benzyloxy-6-fluoroanilino)-acetate (840 mg, 2.90 mmol) and Hunig's base (859 μL, 637 mg, 4.93 mmol) in dichloromethane and the resulting solution... Starting materials: C(C)(C)(C)O (tert.-butanol), C(C1=CC=CC=C1)OC1=C(NCC(=O)OC)C(=CC=C1)F (methyl 2-(2-benzyloxy-6-fluoroanilino)-acetate), CCN(C(C)C)C(C)C (Hunig's base), ClS(=O)(=O)N=C=O (Chlorosulfonylisocyanate). Reaction SMILES: Cl[S:2]([N:5]=[C:6]=[O:7])(=[O:4])=[O:3].[C:8]([OH:12])([CH3:11])([CH3:10])[CH3:9].[CH2:13]([O:20][C:21]1[CH:32]=[CH:31][CH:30]=[C:29]([F:33])[C:22]=1[NH:23][CH2:24][C:25]([O:27][CH3:28])=[O:26])[C:14]1[CH:19]=[CH:18][CH:17]=[CH:16][CH:15]=1.CCN(C(C)C)C(C)C>ClCCl>[CH3:28][O:27][C:25](=[O:26])[CH2:24][N:23]([S:2](=[O:4])(=[O:3])[NH:5][C:6]([O:12][C:8]([CH3:11])([CH3:10])[CH3:9])=[O:7])[C:22]1[C:29]([F:33])=[CH:30][CH:31]=[CH:32][C:21]=1[O:20][CH2:13][C:14]1[CH:19]=[CH:18][CH:17]=[CH:16][CH:15]=1. Solvent: ClCCl (dichloromethane), ClCCl (dichloromethane), ClCCl (dichloromethane). Product: COC(CN(C1=C(C=CC=C1F)OCC1=CC=CC=C1)S(NC(=O)OC(C)(C)C)(=O)=O)=O (N-(t-butoxycarbonylsulfamoyl)-N-(2-benzyloxy-6-fluorophenyl)glycine methyl ester).